This data is from the Open Reaction Database (ORD), a public repository of structured organic reaction records. The task is: describe an organic reaction: reactants, conditions, products, and yield The reactants are COC(C1=NC=2NCCCC2C=C1CN1C(CN(CC1)C)=O)OC (1-((2-(dimethoxymethyl)-5,6,7,8-tetrahydro-1,8-naphthyridin-3-yl)methyl)-4-methylpiperazin-2-one), [Si](C)(C)(C(C)(C)C)OCC=1C=C2CCCN(C2=NC1C(OC)OC)C(=O)OC1=CC=CC=C1 (phenyl 6-(((tert-butyldimethylsilyl)oxy)methyl)-7-(dimethoxymethyl)-3,4-dihydro-1,8-naphthyridine-1(2H)-carboxylate). Yields the product COC(C1=C(C=C2CCCN(C2=N1)C(=O)OC1=CC=CC=C1)CN1C(CN(CC1)C)=O)OC (phenyl 7-(dimethoxymethyl)-6-((4-methyl-2-oxopiperazin-1-yl)methyl)-3,4-dihydro-1,8-naphthyridine-1(2H)-carboxylate). RXN SMILES: [CH3:1][O:2][CH:3]([O:23][CH3:24])[C:4]1[C:13]([CH2:14][N:15]2[CH2:20][CH2:19][N:18]([CH3:21])[CH2:17][C:16]2=[O:22])=[CH:12][C:11]2[CH2:10][CH2:9][CH2:8][NH:7][C:6]=2[N:5]=1.[Si](OCC1C=C2C(=NC=1C(OC)OC)N([C:49]([O:51][C:52]1[CH:57]=[CH:56][CH:55]=[CH:54][CH:53]=1)=[O:50])CCC2)(C(C)(C)C)(C)C>>[CH3:1][O:2][CH:3]([O:23][CH3:24])[C:4]1[N:5]=[C:6]2[C:11]([CH2:10][CH2:9][CH2:8][N:7]2[C:49]([O:51][C:52]2[CH:57]=[CH:56][CH:55]=[CH:54][CH:53]=2)=[O:50])=[CH:12][C:13]=1[CH2:14][N:15]1[CH2:20][CH2:19][N:18]([CH3:21])[CH2:17][C:16]1=[O:22]. Reported procedure: From intermediate 81, synthesized in an analogous manner to intermediate 38, the title compound was obtained as a light yellow oil. (UPLC-MS 6) tR 0.73; ESI-MS 455.3 [M+H]+. Starting materials: N1=CC=CC=C1 (pyridine), C1(CC1)C(O)C=1C=NC=NC1 (cyclopropyl-(pyrimid-5-yl)methanol), CCOCC (ether). Reagents/catalysts: [O-2].[Cr+6].[O-2].[O-2] (chromium (VI) oxide). The solvent is ClCCl (dichloromethane), ClCCl (dichloromethane). Conditions: time 2 hour. Product: N1=CN=CC(=C1)C(=O)C1CC1 (cyclopropyl pyrimid-5-yl ketone). As a reaction SMILES: N1C=CC=CC=1.[CH:7]1([CH:10]([C:12]2[CH:13]=[N:14][CH:15]=[N:16][CH:17]=2)[OH:11])[CH2:9][CH2:8]1.CCOCC>ClCCl.[O-2].[Cr+6].[O-2].[O-2]>[N:14]1[CH:13]=[C:12]([C:10]([CH:7]2[CH2:8][CH2:9]2)=[O:11])[CH:17]=[N:16][CH:15]=1 |f:4.5.6.7|. Reported procedure: To a suspension of chromium (VI) oxide (42.4 g, 0.41 mol) in dry dichloromethane (1000 ml) was added dry pyridine (66 ml, 0.825 mol) and the mixture was stirred for half an hour. A solution of the product of Stage 1 (10 g, 66 mmol) in dry dichloromethane (125 ml) was then added dropwise with stirring. After 2 hours, the reaction mixture was poured into ether and filtered. The filtrate was washed with copper sulphate solution, and brine and then dried over magnesiums sulphate before removing the ... Run at time 16 hour. The product is N(C(=O)N)[C@H](C)C1=NC=C2SC=CN21 (5-((R)-1-ureidoethyl)imidazo[5,1-b]thiazole). Run in C(Cl)(Cl)Cl.CO (chloroform methanol). Starting materials: C(=O)N[C@H](C)C1=NC=C2SC=CN21 (5-[(R)-1-(formylamino)ethyl]imidazo[5,1-b]thiazole), aqueous solution, [OH-].[Na+] (sodium hydroxide), Cl (hydrochloric acid), [O-]C#N.[Na+] (sodium cyanate). RXN SMILES: [CH:1]([NH:3][C@@H:4]([C:6]1[N:13]2[C:9]([S:10][CH:11]=[CH:12]2)=[CH:8][N:7]=1)[CH3:5])=[O:2].[OH-].[Na+].Cl.[O-]C#[N:19].[Na+]>C(Cl)(Cl)Cl.CO>[NH:3]([C@@H:4]([C:6]1[N:13]2[C:9]([S:10][CH:11]=[CH:12]2)=[CH:8][N:7]=1)[CH3:5])[C:1]([NH2:19])=[O:2] |f:1.2,4.5,6.7|. Procedure details: To 0.234 g of 5-[(R)-1-(formylamino)ethyl]imidazo[5,1-b]thiazole (Preparation 18) was added 3 ml of an aqueous solution of 2N sodium hydroxide, and the mixture was stirred at room temperature for 16 hours. After the reaction mixture was adjusted to pH 5 with 5N hydrochloric acid and heated to a temperature of 70° C., 0.160 g of sodium cyanate was added and the resulting mixture was stirred at 70° C. for 1 hour and at room temperature for further 16 hours. The reaction mixture was concentrated to... Isolated yield 87.7%. The reactants are CCO, Cl, N#Cc1nc(-c2ccc(C(F)(F)F)cc2)cc(C(F)(F)F)n1, NO, [Na+], [Na+], O=C([O-])[O-], O. The product is N=C(NO)c1nc(-c2ccc(C(F)(F)F)cc2)cc(C(F)(F)F)n1. RXN SMILES: [CH3:33][CH2:34][OH:35].[ClH:23].[F:1][C:2]([c:3]1[n:4][c:5]([C:19]#[N:20])[n:6][c:7](-[c:9]2[cH:10][cH:11][c:12]([C:15]([F:16])([F:17])[F:18])[cH:13][cH:14]2)[cH:8]1)([F:21])[F:22].[NH2:24][OH:25].[Na+:26].[Na+:27].[O-:28][C:29](=[O:30])[O-:31].[OH2:32]>>[F:1][C:2]([c:3]1[n:4][c:5]([C:19](=[NH:20])[NH:24][OH:25])[n:6][c:7](-[c:9]2[cH:10][cH:11][c:12]([C:15]([F:16])([F:17])[F:18])[cH:13][cH:14]2)[cH:8]1)([F:21])[F:22]. Reactants: S(=O)(Cl)Cl (Thionyl chloride), NC1=CC(=C(C=C1)CC(=O)O)F (2-(4-amino-2-fluorophenyl)acetic acid), C(C)O (ethanol). Run at temperature 40 celsius. Product: NC1=CC(=C(C=C1)CC(=O)OCC)F (ethyl (4-amino-2-fluorophenyl)acetate). RXN SMILES: S(Cl)(Cl)=O.[NH2:5][C:6]1[CH:11]=[CH:10][C:9]([CH2:12][C:13]([OH:15])=[O:14])=[C:8]([F:16])[CH:7]=1.[CH2:17](O)[CH3:18]>>[NH2:5][C:6]1[CH:11]=[CH:10][C:9]([CH2:12][C:13]([O:15][CH2:17][CH3:18])=[O:14])=[C:8]([F:16])[CH:7]=1. Procedure: Thionyl chloride (986 mL, 8.51 mol) was added dropwise to a stirred suspension of 2-(4-amino-2-fluorophenyl)acetic acid (960 g, 5.68 mol) in ethanol (10 L) at 0° C. under a nitrogen atmosphere. The reaction mixture was then heated to 40° C. for 48 hours, with the reaction progress monitored by 1H-nmr spectroscopy. The reaction mixture was evaporated to dryness and the residue redissolved in a mixture of dichloromethane (8 L) and saturated sodium hydrogen carbonate solution (5 L). Further sodium ... Reactants: CS(=O)(=O)Cl (Methanesulphonyl chloride), C(\C=C/C(=O)O)(=O)O (maleic acid), [H-].[Na+] (Sodium hydride), CC=1N(C=CN1)CC1CCC=2NC3=CC=CC=C3C2C1=O (1,2,3,9-tetrahydro-3-[(2-methyl-1H-imidazol-1-yl)methyl]-4H-carbazol-4-one). Run in CCOCC (ether), C(C)O (ethanol), CN(C=O)C (dimethylformamide), C(C)O (ethanol). Conditions: time 30 minute. Product: C(\C=C/C(=O)O)(=O)O.CC=1N(C=CN1)CC1CCC=2N(C3=CC=CC=C3C2C1=O)S(=O)(=O)C (1,2,3,9-Tetrahydro-3-[(2-methyl-1H-imidazol-1-yl)methyl]-9-(methyl sulphonyl)-4H-carbazol-4-one maleate). RXN SMILES: [H-].[Na+].[CH3:3][C:4]1[N:5]([CH2:9][CH:10]2[C:22](=[O:23])[C:21]3[C:20]4[C:15](=[CH:16][CH:17]=[CH:18][CH:19]=4)[NH:14][C:13]=3[CH2:12][CH2:11]2)[CH:6]=[CH:7][N:8]=1.[CH3:24][S:25](Cl)(=[O:27])=[O:26].[C:29]([OH:36])(=[O:35])/[CH:30]=[CH:31]\[C:32]([OH:34])=[O:33]>CN(C)C=O.C(O)C.CCOCC>[C:29]([OH:36])(=[O:35])/[CH:30]=[CH:31]\[C:32]([OH:34])=[O:33].[CH3:3][C:4]1[N:5]([CH2:9][CH:10]2[C:22](=[O:23])[C:21]3[C:20]4[C:15](=[CH:16][CH:17]=[CH:18][CH:19]=4)[N:14]([S:25]([CH3:24])(=[O:27])=[O:26])[C:13]=3[CH2:12][CH2:11]2)[CH:6]=[CH:7][N:8]=1 |f:0.1,8.9|. Procedure: Sodium hydride (0.075 g) was added to a solution of 1,2,3,9-tetrahydro-3-[(2-methyl-1H-imidazol-1-yl)methyl]-4H-carbazol-4-one (0.7 g) in dimethylformamide (10 ml) and the mixture was stirred for 30 min. Methanesulphonyl chloride (0.25 ml) was added and stirring continued at room temperature for 5 h. The resulting solution was partitioned between sodium carbonate (100 ml) and ethyl acetate (3×50 ml). The combined organic layers were washed with water (3×50 ml), dried (Na2SO4), and evaporated in ... Reactants: ClC=1N=C(NC1C1=CC=C(C=C1)F)C=1CCNCC1 (4-[4-chloro-5-(4-fluoro-phenyl)-1H-imidazol-2-yl]-1,2,3,6-tetrahydro-pyridine), ClC1=NC=CC=C1C(F)(F)F (2-chloro-3-trifluoromethyl-pyridine), C(=O)(O)[O-].[Na+] (NaHCO3). Run in CN1CCCC1=O (NMP). Run at temperature 180 celsius. Product: FC(C(=O)O)(F)F.ClC=1N=C(NC1C1=CC=C(C=C1)F)C1=CCN(CC1)C1=NC=CC=C1C(F)(F)F (2-(4-(4-Chloro-5-(4-fluorophenyl)-1H-imidazol-2-yl)-5,6-dihydropyridin-1(2H)-yl)-3-(trifluoromethyl)pyridine trifluoro acetic acid salt). As a reaction SMILES: [Cl:1][C:2]1[N:3]=[C:4]([C:14]2[CH2:15][CH2:16][NH:17][CH2:18][CH:19]=2)[NH:5][C:6]=1[C:7]1[CH:12]=[CH:11][C:10]([F:13])=[CH:9][CH:8]=1.Cl[C:21]1[C:26]([C:27]([F:30])([F:29])[F:28])=[CH:25][CH:24]=[CH:23][N:22]=1.[C:31]([O-:34])(O)=[O:32].[Na+]>CN1C(=O)CCC1>[F:28][C:27]([F:30])([F:29])[C:31]([OH:34])=[O:32].[Cl:1][C:2]1[N:3]=[C:4]([C:14]2[CH2:15][CH2:16][N:17]([C:21]3[C:26]([C:27]([F:30])([F:29])[F:28])=[CH:25][CH:24]=[CH:23][N:22]=3)[CH2:18][CH:19]=2)[NH:5][C:6]=1[C:7]1[CH:8]=[CH:9][C:10]([F:13])=[CH:11][CH:12]=1 |f:2.3,5.6|. Procedure: A mixture of 4-[4-chloro-5-(4-fluoro-phenyl)-1H-imidazol-2-yl]-1,2,3,6-tetrahydro-pyridine from step (c) above, 2-chloro-3-trifluoromethyl-pyridine (125 mg, 0.689 mmol, TCI America) and NaHCO3 (84 mg, 1.0 mmol) in NMP (3 mL) was heated at 180° C. in a microwave synthesizer for 0.5 h. The reaction mixture was cooled to RT and was filtered. The filter cake was washed with NMP (2×2 mL) and the combined filtrates were concentrated in vacuo. The residue was dissolved in DMSO (2 mL) and purified by pr...